This data is from the Open Reaction Database (ORD), a public repository of structured organic reaction records. The task is: describe an organic reaction: reactants, conditions, products, and yield Starting materials: three, ClC1=CC(=NC(=C1Cl)Cl)C(=O)O (4,5,6-trichloropicolinic acid), C1(=CC=CC=C1)C (toluene), S(=O)(Cl)Cl (thionyl chloride), [OH-].[Na+] (NaOH), pale yellow solution. Solvent: CN(C)C=O (DMF). Conditions: temperature 75 celsius, time 7 hour. Product: ClC1=CC(=NC(=C1Cl)Cl)C(=O)Cl (4,5,6-Trichloropicolinoyl chloride). Yield: 117.4%. RXN SMILES: [OH-].[Na+].[Cl:3][C:4]1[C:9]([Cl:10])=[C:8]([Cl:11])[N:7]=[C:6]([C:12]([OH:14])=O)[CH:5]=1.C1(C)C=CC=CC=1.S(Cl)([Cl:24])=O>CN(C=O)C>[Cl:3][C:4]1[C:9]([Cl:10])=[C:8]([Cl:11])[N:7]=[C:6]([C:12]([Cl:24])=[O:14])[CH:5]=1 |f:0.1|. Reported procedure: A 500 mL three neck round bottom flask with thermowell was fitted with a condenser which vented to a trap and then an aqueous 10% NaOH scrubber, magnetic stir bar, two stoppers and a thermometer. To the vessel was added 4,5,6-trichloropicolinic acid (86 g which contained 8.6 g water, 77.4 g active, 0.32 mol), toluene (160 mL), thionyl chloride (85 mL, 1.12 mol) and DMF (0.3 mL). The slurry was heated to 70-80° C., held there for 7 h and then cooled to room temperature and allowed to stir overnig... The reactants are [OH-].[Na+] (sodium hydroxide), NC1=NNC=C1C(=O)OCC (ethyl 3-amino-4-pyrazolecarboxylate), BrCCC1=CC=CC=C1 ((2-bromoethyl)benzene), C([O-])([O-])=O.[K+].[K+] (potassium carbonate). Reagents/catalysts: CCCCCCCC[N+](C)(CCCCCCCC)CCCCCCCC.[Cl-] (Adogen 464). Solvent: C1(=CC=CC=C1)C (toluene). Product: C1(=CC=CC=C1)CCN1N=C(C(=C1)C(=O)OCC)N (1-(2-phenylethyl)-3-amino-4-ethoxycarbonylpyrazole). The yield is 64.6%. Reaction SMILES: [OH-].[Na+].[NH2:3][C:4]1[C:8]([C:9]([O:11][CH2:12][CH3:13])=[O:10])=[CH:7][NH:6][N:5]=1.Br[CH2:15][CH2:16][C:17]1[CH:22]=[CH:21][CH:20]=[CH:19][CH:18]=1.C(=O)([O-])[O-].[K+].[K+]>CCCCCCCC[N+](CCCCCCCC)(CCCCCCCC)C.[Cl-].C1(C)C=CC=CC=1>[C:17]1([CH2:16][CH2:15][N:6]2[CH:7]=[C:8]([C:9]([O:11][CH2:12][CH3:13])=[O:10])[C:4]([NH2:3])=[N:5]2)[CH:22]=[CH:21][CH:20]=[CH:19][CH:18]=1 |f:0.1,4.5.6,7.8|. Procedure details: 250 ml of toluene and 0.1 ml of aqueous 12.5M sodium hydroxide solution were added to a mixture of 15.69 g of ethyl 3-amino-4-pyrazolecarboxylate, 24.34 g of (2-bromoethyl)benzene, 2.54 g of Adogen 464 and 27.74 g of potassium carbonate, and heated under reflux for 2.5 hours. The reaction solution was washed with 200 ml of water and dried over magnesium sulfate, and the solvent was distilled off under reduced pressure. The resulting residue was subjected to silica gel column chromatography (n-he...